Dataset: the Open Reaction Database (ORD), a public repository of structured organic reaction records. Task: describe an organic reaction: reactants, conditions, products, and yield Reactants: CCOC(C)=O, C=COCCONC(=O)c1cc(C)c(=O)n(C)c1Nc1ccc(I)cc1F, Cl. Product: Cc1cc(C(=O)NOCCO)c(Nc2ccc(I)cc2F)n(C)c1=O. As a reaction SMILES: [CH3:29][CH2:30][O:31][C:32](=[O:33])[CH3:34].[CH:1](=[CH2:2])[O:3][CH2:4][CH2:5][O:6][NH:7][C:8](=[O:9])[c:10]1[c:11]([NH:19][c:20]2[c:21]([F:27])[cH:22][c:23]([I:26])[cH:24][cH:25]2)[n:12]([CH3:18])[c:13](=[O:17])[c:14]([CH3:16])[cH:15]1.[ClH:28]>>[OH:3][CH2:4][CH2:5][O:6][NH:7][C:8](=[O:9])[c:10]1[c:11]([NH:19][c:20]2[c:21]([F:27])[cH:22][c:23]([I:26])[cH:24][cH:25]2)[n:12]([CH3:18])[c:13](=[O:17])[c:14]([CH3:16])[cH:15]1.